From a dataset of the Open Reaction Database (ORD), a public repository of structured organic reaction records. describe an organic reaction: reactants, conditions, products, and yield Starting materials: COC(COCCCC)=O (butoxy-acetic acid methyl ester), C(C)(C)[N-]C(C)C.[Li+] (lithium diisopropylamide), C(C1=CC=CC=C1)OC1=CC(=C(C=O)C=C1)C (4-benzyloxy-2-methyl-benzaldehyde). Solvent: O1CCCC1 (tetrahydrofuran). Product: COC(C(C(O)C1=C(C=C(C=C1)OCC1=CC=CC=C1)C)OCCCC)=O (3-(4-benzyloxy-2-methyl-phenyl)-2-butoxy-3-hydroxy-propionic acid methyl ester). Reaction SMILES: [CH3:1][O:2][C:3](=[O:10])[CH2:4][O:5][CH2:6][CH2:7][CH2:8][CH3:9].C([N-]C(C)C)(C)C.[Li+].[CH2:19]([O:26][C:27]1[CH:34]=[CH:33][C:30]([CH:31]=[O:32])=[C:29]([CH3:35])[CH:28]=1)[C:20]1[CH:25]=[CH:24][CH:23]=[CH:22][CH:21]=1>O1CCCC1>[CH3:1][O:2][C:3](=[O:10])[CH:4]([O:5][CH2:6][CH2:7][CH2:8][CH3:9])[CH:31]([C:30]1[CH:33]=[CH:34][C:27]([O:26][CH2:19][C:20]2[CH:25]=[CH:24][CH:23]=[CH:22][CH:21]=2)=[CH:28][C:29]=1[CH3:35])[OH:32] |f:1.2|. Reported procedure: In analogy to the procedure described in example 125 a], butoxy-acetic acid methyl ester (V. Franzen, L. Fikentscher, Ann. 1958, 617, 1-10) was deprotonated with lithium diisopropylamide and treated with 4-benzyloxy-2-methyl-benzaldehyde in tetrahydrofuran at −78° C. for 3 h to obtain 3-(4-benzyloxy-2-methyl-phenyl)-2-butoxy-3-hydroxy-propionic acid methyl ester as a mixture of two diastereomeric racemates as yellow liquid. Yields the product NC1Cc2cccc3[nH]c(=O)n(c23)C1. Reaction SMILES: [CH3:22][OH:23].[O:1]=[c:2]1[nH:3][c:4]2[cH:5][cH:6][cH:7][c:8]3[c:13]2[n:12]1[CH2:11][CH:10]([NH:14][C:15](=[O:16])[O:17][C:18]([CH3:19])([CH3:20])[CH3:21])[CH2:9]3>>[O:1]=[c:2]1[nH:3][c:4]2[cH:5][cH:6][cH:7][c:8]3[c:13]2[n:12]1[CH2:11][CH:10]([NH2:14])[CH2:9]3. The reactants are CO, CC(C)(C)OC(=O)NC1Cc2cccc3[nH]c(=O)n(c23)C1. The reactants are C(C)(=O)O[BH-](OC(C)=O)OC(C)=O.[Na+] (sodium triacetoxyborohydride), C(=O)C1=CC(=CS1)C=1C=C2C(=CNC2=C(C1)C(=O)N)C1CCN(CC1)S(=O)(=O)C(C)C (5-(5-formyl-3-thienyl)-3-{1-[(1-methylethyl)sulfonyl]-4-piperidinyl}-1H-indole-7-carboxamide), N1[C@H](CCC1)CO ((2R)-2-pyrrolidinylmethanol). Reagents/catalysts: C(C)(=O)O (acetic acid). Solvent: CS(=O)C (DMSO). Reaction conditions: time 4 hour. Yields the product OC[C@@H]1N(CCC1)CC1=CC(=CS1)C=1C=C2C(=CNC2=C(C1)C(=O)N)C1CCN(CC1)S(=O)(=O)C(C)C (5-(5-{[(2R)-2-(hydroxymethyl)-1-pyrrolidinyl]methyl}-3-thienyl)-3-{1-[(1-methylethyl)sulfonyl]-4-piperidinyl}-1H-indole-7-carboxamide). Isolated yield 69.7%. Reaction SMILES: [CH:1]([C:3]1[S:7][CH:6]=[C:5]([C:8]2[CH:9]=[C:10]3[C:14](=[C:15]([C:17]([NH2:19])=[O:18])[CH:16]=2)[NH:13][CH:12]=[C:11]3[CH:20]2[CH2:25][CH2:24][N:23]([S:26]([CH:29]([CH3:31])[CH3:30])(=[O:28])=[O:27])[CH2:22][CH2:21]2)[CH:4]=1)=O.[NH:32]1[CH2:36][CH2:35][CH2:34][C@@H:33]1[CH2:37][OH:38].C(O[BH-](OC(=O)C)OC(=O)C)(=O)C.[Na+]>CS(C)=O.C(O)(=O)C>[OH:38][CH2:37][C@H:33]1[CH2:34][CH2:35][CH2:36][N:32]1[CH2:1][C:3]1[S:7][CH:6]=[C:5]([C:8]2[CH:9]=[C:10]3[C:14](=[C:15]([C:17]([NH2:19])=[O:18])[CH:16]=2)[NH:13][CH:12]=[C:11]3[CH:20]2[CH2:21][CH2:22][N:23]([S:26]([CH:29]([CH3:31])[CH3:30])(=[O:28])=[O:27])[CH2:24][CH2:25]2)[CH:4]=1 |f:2.3|. Procedure: To a solution of 5-(5-formyl-3-thienyl)-3-{1-[(1-methylethyl)sulfonyl]-4-piperidinyl}-1H-indole-7-carboxamide (25 mg, 0.054 mmol) in DMSO (2 mL) was added (2R)-2-pyrrolidinylmethanol (101.15 mg, 1 mmol) and 2 drops of acetic acid. The resulting mixture was stirred at room temperature for 4 h followed by an addition of sodium triacetoxyborohydride (212 mg, 0.54 mmol). The mixture was reacted overnight. It was then purified by Gilson Preparatory HPLC to give 20.5 mg of the title compound (69.7%). The reactants are CC(C)(C)OC(=O)NCc1ncc2n1CCN(Cc1ccccc1)C2, CO, [OH-], [OH-], [Pd+2]. Product: CC(C)(C)OC(=O)NCc1ncc2n1CCNC2. Reaction SMILES: [CH2:1]([c:2]1[cH:3][cH:4][cH:5][cH:6][cH:7]1)[N:8]1[CH2:9][c:10]2[n:11]([c:14]([CH2:17][NH:18][C:19]([O:20][C:21]([CH3:22])([CH3:23])[CH3:24])=[O:25])[n:15][cH:16]2)[CH2:12][CH2:13]1.[CH3:29][OH:30].[OH-:26].[OH-:27].[Pd+2:28]>>[NH:8]1[CH2:9][c:10]2[n:11]([c:14]([CH2:17][NH:18][C:19]([O:20][C:21]([CH3:22])([CH3:23])[CH3:24])=[O:25])[n:15][cH:16]2)[CH2:12][CH2:13]1. Starting materials: [H-].[Na+] (sodium hydride), O (water), C1(=CC=CC=C1)C1(C(NC(N1)=O)=O)C1=CC=CC=C1 (5,5-Diphenylimidazolidine-2,4-dione), C1=C(C=CC2=CC=CC=C12)S(=O)(=O)Cl (2-naphthalenesulfonyl chloride). Solvent: O1CCCC1 (tetrahydrofuran), C(C)(=O)OCC (ethyl acetate). Run at time 30 minute. The product is C1=C(C=CC2=CC=CC=C12)S(=O)(=O)N1C(NC(C1=O)(C1=CC=CC=C1)C1=CC=CC=C1)=O (3-(2-Naphthylsulfonyl)-5,5-diphenylimidazolidine-2,4-dione). Isolated yield 36.5%. RXN SMILES: [C:1]1([C:7]2([C:14]3[CH:19]=[CH:18][CH:17]=[CH:16][CH:15]=3)[NH:11][C:10](=[O:12])[NH:9][C:8]2=[O:13])[CH:6]=[CH:5][CH:4]=[CH:3][CH:2]=1.[H-].[Na+].[CH:22]1[C:31]2[C:26](=[CH:27][CH:28]=[CH:29][CH:30]=2)[CH:25]=[CH:24][C:23]=1[S:32](Cl)(=[O:34])=[O:33].O>O1CCCC1.C(OCC)(=O)C>[CH:22]1[C:31]2[C:26](=[CH:27][CH:28]=[CH:29][CH:30]=2)[CH:25]=[CH:24][C:23]=1[S:32]([N:9]1[C:8](=[O:13])[C:7]([C:1]2[CH:6]=[CH:5][CH:4]=[CH:3][CH:2]=2)([C:14]2[CH:15]=[CH:16][CH:17]=[CH:18][CH:19]=2)[NH:11][C:10]1=[O:12])(=[O:33])=[O:34] |f:1.2|. Procedure: 5,5-Diphenylimidazolidine-2,4-dione (0.5 g) was dissolved in tetrahydrofuran (5 mL), and sodium hydride (60%, in oil) (87 mg) was added at 0° C. under ice-cooling. After stirred for 30 minutes, 2-naphthalenesulfonyl chloride (471 mg) was added at 0° C., and the mixture was stirred at room temperature overnight. After water was added carefully, ethyl acetate (100 mL) was added, and the layers were separated. The resulting organic layer was washed with a saturated brine, and dried over anhydrous m... As a reaction SMILES: [OH:1][C:2]1[CH:3]=[C:4]([CH:7]=[CH:8][C:9]=1[O:10][CH3:11])[CH:5]=[O:6].C([O-])([O-])=O.[K+].[K+].Br[CH2:19][CH2:20][F:21].[Cl-].[Na+]>CN(C=O)C>[F:21][CH2:20][CH2:19][O:1][C:2]1[CH:3]=[C:4]([CH:7]=[CH:8][C:9]=1[O:10][CH3:11])[CH:5]=[O:6] |f:1.2.3,5.6|. Isolated yield 97.0%. Run at time 48 hour. Starting materials: OC=1C=C(C=O)C=CC1OC (3-hydroxy-4-methoxy-benzaldehyde), C(=O)([O-])[O-].[K+].[K+] (K2CO3), BrCCF (1-bromo-2-fluoro-ethane), [Cl-].[Na+] (sodium chloride). Reported procedure: To a solution of 3-hydroxy-4-methoxy-benzaldehyde (10.0 g, 66.0 mmol, 1.0 equiv) in anhydrous DMF (40 mL) was added K2CO3 (13.6 g, 99.0 mmol, 1.5 equiv) and 1-bromo-2-fluoro-ethane (9.2 mg, 72.0 mmol, 1.1 equiv) and the mixture stirred at rt for 48 h. The K2CO3 was removed by filtration and the organic phase concentrated under reduced pressure. To the crude reaction mixture was added a conc. solution of sodium chloride (100 mL) and the solution extracted with ethyl acetate (3×100 mL). The combin... Solvent: CN(C)C=O (DMF). The product is FCCOC=1C=C(C=O)C=CC1OC (3-(2-Fluoro-ethoxy)-4-methoxy-benzaldehyde). Reactants: O=C(n1ccnc1)n1ccnc1, CCOC(C)=O, CO, CN(CCCN)CCC(c1ccc(Cl)cc1)c1ccccn1, N=C(N)Nc1nc(CSCCN)cs1. Product: CN(CCCNC(=O)NCCSCc1csc(NC(=N)N)n1)CCC(c1ccc(Cl)cc1)c1ccccn1. RXN SMILES: [C:23](=[O:24])([n:25]1[cH:26][cH:27][n:28][cH:29]1)[n:30]1[cH:31][cH:32][n:33][cH:34]1.[C:51]([O:52][CH2:53][CH3:54])(=[O:55])[CH3:56].[CH3:49][OH:50].[Cl:1][c:2]1[cH:3][cH:4][c:5]([CH:8]([CH2:9][CH2:10][N:11]([CH2:12][CH2:13][CH2:14][NH2:15])[CH3:16])[c:17]2[n:18][cH:19][cH:20][cH:21][cH:22]2)[cH:6][cH:7]1.[NH:35]([C:36](=[NH:37])[NH2:38])[c:39]1[s:40][cH:41][c:42]([CH2:44][S:45][CH2:46][CH2:47][NH2:48])[n:43]1>>[Cl:1][c:2]1[cH:3][cH:4][c:5]([CH:8]([CH2:9][CH2:10][N:11]([CH2:12][CH2:13][CH2:14][NH:15][C:23](=[O:24])[NH:48][CH2:47][CH2:46][S:45][CH2:44][c:42]2[cH:41][s:40][c:39]([NH:35][C:36](=[NH:37])[NH2:38])[n:43]2)[CH3:16])[c:17]2[n:18][cH:19][cH:20][cH:21][cH:22]2)[cH:6][cH:7]1. Starting materials: C(C)(C)(C)[Li] (t-Butyl lithium), solution, BrC=1C=C2C=CC(=NC2=C(C1)C)OC (6-bromo-2-methoxy-8 -methylquinoline), BrC=1C=NC=CC1 (3-bromopyridine). Reagents/catalysts: [Cl-].[Zn+2].[Cl-] (zinc chloride), C1=CC=C(C=C1)P(C2=CC=CC=C2)C3=CC=CC=C3.C1=CC=C(C=C1)P(C2=CC=CC=C2)C3=CC=CC=C3.C1=CC=C(C=C1)P(C2=CC=CC=C2)C3=CC=CC=C3.C1=CC=C(C=C1)P(C2=CC=CC=C2)C3=CC=CC=C3.[Pd] (tetrakis(triphenylphosphine) palladium(O)). Solvent: C1CCOC1 (THF), CCCCC (pentane), C1CCOC1 (THF), C1CCOC1 (THF). Product: COC1=NC2=C(C=C(C=C2C=C1)C=1C=NC=CC1)C (2-methoxy-8-methyl-6-(3-pyridyl)quinoline). Reaction SMILES: C([Li])(C)(C)C.Br[C:7]1[CH:8]=[C:9]2[C:14](=[C:15]([CH3:17])[CH:16]=1)[N:13]=[C:12]([O:18][CH3:19])[CH:11]=[CH:10]2.Br[C:21]1[CH:22]=[N:23][CH:24]=[CH:25][CH:26]=1>CCCCC.C1COCC1.[Cl-].[Zn+2].[Cl-].C1C=CC(P(C2C=CC=CC=2)C2C=CC=CC=2)=CC=1.C1C=CC(P(C2C=CC=CC=2)C2C=CC=CC=2)=CC=1.C1C=CC(P(C2C=CC=CC=2)C2C=CC=CC=2)=CC=1.C1C=CC(P(C2C=CC=CC=2)C2C=CC=CC=2)=CC=1.[Pd]>[CH3:19][O:18][C:12]1[CH:11]=[CH:10][C:9]2[C:14](=[C:15]([CH3:17])[CH:16]=[C:7]([C:21]3[CH:22]=[N:23][CH:24]=[CH:25][CH:26]=3)[CH:8]=2)[N:13]=1 |f:5.6.7,8.9.10.11.12|. Reported procedure: t-Butyl lithium (8.0 cm3 of a 2.0M solution in pentane) was added dropwise to a stirred solution of 6-bromo-2-methoxy-8 -methylquinoline (2.0 g) in THF (20 cm3) at -70° under nitrogen. After 10 minutes the mixtures was treated with a solution of anhydrous zinc chloride (1.09 g) in THF (10 cm3) and the resulting solution was warmed to 0°. A solution containing 3-bromopyridine (1.26 g) and tetrakis(triphenylphosphine) palladium(O) (0.05 g) in THF (10 cm3) was then added and the mixture was heated ...